This data is from the Open Reaction Database (ORD), a public repository of structured organic reaction records. The task is: describe an organic reaction: reactants, conditions, products, and yield Yields the product N1(N=NN=C1)C=1C(=NC=CC1)C#N (3-(tetrazol-1-yl)cyanopyridine), EtOAc-hexanes, N1(N=CN=C1)C1=C(C=CC=C1)C#N (2-(1,2,4-triazol-1-yl)cyanobenzene). Procedure details: To a stirred solution of tetrazole (1.0 g, 14 mmol) in DMF (150 mL) was added 40% aqueous tetrabutylammonium hydroxide (7.8 g, 12 mmol). The solvent was removed under reduced pressure. To ensure removal of all the water from the tetrabutylammonium hydroxide solution, the residue was redissolved in DMF and the solution was evaporated under reduced pressure. This procedure was repeated a total of three times. The residue was then dissolved in DMF (60 mL) and 2-cyano-3-fluoro-pyridine (1.5 g, 12 mm... As a reaction SMILES: [NH:1]1[CH:5]=[N:4][N:3]=[N:2]1.[OH-].C([N+:11]([CH2:20]CCC)([CH2:16][CH2:17][CH2:18][CH3:19])CCCC)CCC.[C:24]([C:26]1[C:31](F)=[CH:30][CH:29]=[CH:28][N:27]=1)#[N:25]>CN(C=O)C>[N:1]1([C:31]2[C:26]([C:24]#[N:25])=[N:27][CH:28]=[CH:29][CH:30]=2)[CH:5]=[N:4][N:3]=[N:2]1.[N:11]1([C:16]2[CH:17]=[CH:18][CH:19]=[CH:31][C:26]=2[C:24]#[N:25])[CH:20]=[N:1][CH:5]=[N:4]1 |f:1.2|. Conditions: time 4 day. The solvent is CN(C)C=O (DMF). Starting materials: C(#N)C1=NC=CC=C1F (2-cyano-3-fluoro-pyridine), N1N=NN=C1 (tetrazole), [OH-].C(CCC)[N+](CCCC)(CCCC)CCCC (tetrabutylammonium hydroxide), FC=1C(=NC=CC1)C#N (3-fluoro-2-cyanopyridine). The reactants are solution, [Li]CCCC (BuLi), C1(=CC=CC=C1)S(=O)(=O)N1C=CC=C1 (N-benzenesulfonylpyrrole), CC1(NC(CCC1)(C)C)C (2,2,6,6-tetramethyl-piperidine), CC1=CC=CC(=N1)C=O (6-methyl-pyridine-2-aldehyde). The solvent is CCCCCC (hexane), C1CCOC1 (THF), O (Water), C1CCOC1 (THF), C1CCOC1 (THF). Run at time 30 minute. Yields the product C1(=CC=CC=C1)S(=O)(=O)N1C(=CC=C1)C(O)C1=NC(=CC=C1)C ([1-(phenylsulfonyl)-1H-pyrrol-2-yl](6-methylpyridin-2-yl)methanol). The yield is 76.7%. RXN SMILES: CC1(C)CCCC(C)(C)N1.[Li]CCCC.[C:16]1([S:22]([N:25]2[CH:29]=[CH:28][CH:27]=[CH:26]2)(=[O:24])=[O:23])[CH:21]=[CH:20][CH:19]=[CH:18][CH:17]=1.[CH3:30][C:31]1[N:36]=[C:35]([CH:37]=[O:38])[CH:34]=[CH:33][CH:32]=1>C1COCC1.CCCCCC.O>[C:16]1([S:22]([N:25]2[CH:26]=[CH:27][CH:28]=[C:29]2[CH:37]([C:35]2[CH:34]=[CH:33][CH:32]=[C:31]([CH3:30])[N:36]=2)[OH:38])(=[O:24])=[O:23])[CH:17]=[CH:18][CH:19]=[CH:20][CH:21]=1. Procedure: Under nitrogen atmosphere, a solution of 2,2,6,6-tetramethyl-piperidine (5.00 mL) in THF (120 mL) was cooled to −78° C., and thereto was added dropwise a 1.6N solution of BuLi in hexane (18.5 mL), and the mixture was stirred at room temperature for 30 minutes. The mixture was cooled again to −78° C., and thereto was added a solution of N-benzenesulfonylpyrrole (5.58 g) in THF (25 mL). The mixture was stirred for 30 minutes, and thereto was added a solution of 6-methyl-pyridine-2-aldehyde (3.94 g... Starting materials: O[C@H]1C[C@@H]2CC[C@H]3[C@@H]4CC=C(C(C)=O)[C@]4(CC([C@@H]3[C@]2(CC1)C)=O)C (3α-hydroxy-5α-pregn-16-ene-11,20-dione), [Cl-].[NH4+] (ammonium chloride), cuprous iodide, C[Li] (methyl-lithium). Solvent: O1CCCC1 (tetrahydrofuran), CCOCC (ether), CCOCC (ether), CCOCC (ether). Reaction conditions: time 30 minute. Product: O[C@H]1C[C@@H]2CC[C@H]3[C@@H]4C[C@H]([C@H](C(C)=O)[C@]4(CC([C@@H]3[C@]2(CC1)C)=O)C)C (3α-Hydroxy-16α-methyl-5α-pregnane-11,20-dione). Reaction SMILES: [CH3:1][Li].[OH:3][C@@H:4]1[CH2:23][CH2:22][C@@:21]2([CH3:24])[C@@H:6]([CH2:7][CH2:8][C@@H:9]3[C@@H:20]2[C:19](=[O:25])[CH2:18][C@@:17]2([CH3:26])[C@H:10]3[CH2:11][CH:12]=[C:13]2[C:14](=[O:16])[CH3:15])[CH2:5]1.[Cl-].[NH4+]>CCOCC.O1CCCC1>[OH:3][C@@H:4]1[CH2:23][CH2:22][C@@:21]2([CH3:24])[C@@H:6]([CH2:7][CH2:8][C@@H:9]3[C@@H:20]2[C:19](=[O:25])[CH2:18][C@@:17]2([CH3:26])[C@H:10]3[CH2:11][C@@H:12]([CH3:1])[C@@H:13]2[C:14](=[O:16])[CH3:15])[CH2:5]1 |f:2.3|. Reported procedure: To a stirred slurry of cuprous iodide (950 mg) in dry ether (75 ml) under dry nitrogen at 0° was added a solution of methyl-lithium in ether (1.6M; 6 ml.) until the initially formed yellow precipitate just rediseolved to give a clear solution. To the stirred solution at 0° was added a solution of 3α-hydroxy-5α-pregn-16-ene-11,20-dione (600 mg) in dry tetrahydrofuran (50 ml.). During the addition a bright yellow precipitate formed. The mixture was stirred at 0° for 30 minutes, and then poured int...